From a dataset of the Open Reaction Database (ORD), a public repository of structured organic reaction records. describe an organic reaction: reactants, conditions, products, and yield Reactants: BrCC1CO1, Oc1ccc(CCSCC2CCC2)cc1, [Na+], [OH-], O. Yields the product c1cc(OCC2CO2)ccc1CCSCC1CCC1. As a reaction SMILES: [Br:18][CH2:19][CH:20]1[CH2:21][O:22]1.[CH:1]1([CH2:5][S:6][CH2:7][CH2:8][c:9]2[cH:10][cH:11][c:12]([OH:15])[cH:13][cH:14]2)[CH2:2][CH2:3][CH2:4]1.[Na+:17].[OH-:16].[OH2:23]>>[CH:1]1([CH2:5][S:6][CH2:7][CH2:8][c:9]2[cH:10][cH:11][c:12]([O:15][CH2:19][CH:20]3[CH2:21][O:22]3)[cH:13][cH:14]2)[CH2:2][CH2:3][CH2:4]1. Starting materials: COC(COC1=C(C=C(C=C1)OCC=1SC=C(N1)C1=C(C=CC=C1)Cl)C)=O ({4-[4-(2-chloro-phenyl)-thiazol-2-ylmethoxy]-2-methyl-phenoxy}-acetic acid methyl ester), [Li+].[OH-] (LiOH), Cl (HCl). Run in O (H2O). Conditions: time 12 hour. Product: ClC1=C(C=CC=C1)C=1N=C(SC1)COC1=CC(=C(OCC(=O)O)C=C1)C ({4-[4-(2-Chloro-phenyl)-thiazol-2-ylmethoxy]-2-methyl-phenoxy}-acetic acid). As a reaction SMILES: C[O:2][C:3](=[O:27])[CH2:4][O:5][C:6]1[CH:11]=[CH:10][C:9]([O:12][CH2:13][C:14]2[S:15][CH:16]=[C:17]([C:19]3[CH:24]=[CH:23][CH:22]=[CH:21][C:20]=3[Cl:25])[N:18]=2)=[CH:8][C:7]=1[CH3:26].[Li+].[OH-].Cl>O>[Cl:25][C:20]1[CH:21]=[CH:22][CH:23]=[CH:24][C:19]=1[C:17]1[N:18]=[C:14]([CH2:13][O:12][C:9]2[CH:10]=[CH:11][C:6]([O:5][CH2:4][C:3]([OH:27])=[O:2])=[C:7]([CH3:26])[CH:8]=2)[S:15][CH:16]=1 |f:1.2|. Reported procedure: The solution of {4-[4-(2-chloro-phenyl)-thiazol-2-ylmethoxy]-2-methyl-phenoxy}-acetic acid methyl ester from Step C is treated with a solution of 1 M LiOH in H2O (1 mL), and the mixture is stirred for 12 h at rt. The mixture is acidified with 1 M HCl (1.2 mL) and extracted into EtOAc (20 mL). The organic layer is dried (MgSO4), filtered, concentrated and purified on reverse phase HPLC (H2O/MeCN gradient) to afford the title compound F1 as a white solid: MS calcd. for C19H17ClNO4S (M+H+) 390.0. f... Reactants: [Al+3], O=C1C(NC(c2ccccc2)(c2ccccc2)c2ccccc2)CCc2ccccc2N1CC(F)(F)F, [H-], [H-], [H-], [H-], [Li+]. Yields the product FC(F)(F)CN1CC(NC(c2ccccc2)(c2ccccc2)c2ccccc2)CCc2ccccc21. RXN SMILES: [Al+3:39].[F:1][C:2]([CH2:3][N:4]1[C:5](=[O:35])[CH:6]([NH:15][C:16]([c:17]2[cH:18][cH:19][cH:20][cH:21][cH:22]2)([c:23]2[cH:24][cH:25][cH:26][cH:27][cH:28]2)[c:29]2[cH:30][cH:31][cH:32][cH:33][cH:34]2)[CH2:7][CH2:8][c:9]2[c:10]1[cH:11][cH:12][cH:13][cH:14]2)([F:36])[F:37].[H-:38].[H-:41].[H-:42].[H-:43].[Li+:40]>>[F:1][C:2]([CH2:3][N:4]1[CH2:5][CH:6]([NH:15][C:16]([c:17]2[cH:18][cH:19][cH:20][cH:21][cH:22]2)([c:23]2[cH:24][cH:25][cH:26][cH:27][cH:28]2)[c:29]2[cH:30][cH:31][cH:32][cH:33][cH:34]2)[CH2:7][CH2:8][c:9]2[c:10]1[cH:11][cH:12][cH:13][cH:14]2)([F:36])[F:37]. Reactants: C(C(=O)Cl)(=O)Cl (oxalyl chloride), CS(=O)C (dimethyl sulfoxide), OC1CC(CCC1)N1N=C(C=CC1=O)C=1C(=NN2C1C=CC=C2)C2=CC=CC=C2 (3-[2-(3-hydroxycyclohexyl)-3-oxo-2,3-dihydropyridazin-6-yl]-2-phenylpyrazolo[1,5-a]pyridine). Run in ClCCl (dichloromethane), ClCCl (dichloromethane), C(C)(=O)OCC (ethyl acetate), C(C)N(CC)CC (triethylamine). Yields the product O=C1CC(CCC1)N1N=C(C=CC1=O)C=1C(=NN2C1C=CC=C2)C2=CC=CC=C2 (3-[2-(3-oxocyclohexyl)-3-oxo-2,3-dihydropyridazin-6-yl]-2-phenylpyrazolo[1,5-a]pyridine). Isolated yield 85.1%. As a reaction SMILES: C(Cl)(=O)C(Cl)=O.CS(C)=O.[OH:11][CH:12]1[CH2:17][CH2:16][CH2:15][CH:14]([N:18]2[C:23](=[O:24])[CH:22]=[CH:21][C:20]([C:25]3[C:26]([C:34]4[CH:39]=[CH:38][CH:37]=[CH:36][CH:35]=4)=[N:27][N:28]4[CH:33]=[CH:32][CH:31]=[CH:30][C:29]=34)=[N:19]2)[CH2:13]1>ClCCl.C(N(CC)CC)C.C(OCC)(=O)C>[O:11]=[C:12]1[CH2:17][CH2:16][CH2:15][CH:14]([N:18]2[C:23](=[O:24])[CH:22]=[CH:21][C:20]([C:25]3[C:26]([C:34]4[CH:35]=[CH:36][CH:37]=[CH:38][CH:39]=4)=[N:27][N:28]4[CH:33]=[CH:32][CH:31]=[CH:30][C:29]=34)=[N:19]2)[CH2:13]1. Procedure: To a solution of oxalyl chloride (160 μl) in dichloromethane (10 ml) was added dropwise in turn with dimethyl sulfoxide (210 μl), a solution of 3-[2-(3-hydroxycyclohexyl)-3-oxo-2,3-dihydropyridazin-6-yl]-2-phenylpyrazolo[1,5-a]pyridine (366 mg) in dichloromethane (10 ml) and triethylamine (663 μl) at −70° C. under nitrogen atmosphere. A reaction mixture was allowed to warm to ambient temperature and diluted with ethyl acetate (100 ml), which was washed in turn with 1N-aqueous hydrochloric acid (... The reactants are CCCCO, Cc1cccc(C)c1N1CCNCC1, CC(C)O, CC(C)OC(C)C, CN1CC(CCCl)OC1=O, [I-], [K+], [Na+], [Na+], O=C([O-])[O-]. Product: Cc1cccc(C)c1N1CCN(CCC2CN(C)C(=O)O2)CC1. Reaction SMILES: [CH2:44]([OH:45])[CH2:46][CH2:47][CH3:48].[CH3:1][c:2]1[c:3]([N:9]2[CH2:10][CH2:11][NH:12][CH2:13][CH2:14]2)[c:4]([CH3:8])[cH:5][cH:6][cH:7]1.[CH3:33][CH:34]([OH:35])[CH3:36].[CH:37]([O:38][CH:39]([CH3:40])[CH3:41])([CH3:42])[CH3:43].[Cl:15][CH2:16][CH2:17][CH:18]1[CH2:19][N:20]([CH3:24])[C:21](=[O:23])[O:22]1.[I-:32].[K+:31].[Na+:25].[Na+:26].[O-:27][C:28](=[O:29])[O-:30]>>[CH3:1][c:2]1[c:3]([N:9]2[CH2:10][CH2:11][N:12]([CH2:16][CH2:17][CH:18]3[CH2:19][N:20]([CH3:24])[C:21](=[O:23])[O:22]3)[CH2:13][CH2:14]2)[c:4]([CH3:8])[cH:5][cH:6][cH:7]1. Starting materials: C(CCC=CCCCCCCCCCC)NC1=CC=C(C=C1)CC(=O)O (4-(4-pentadecenyl)aminophenylacetic acid), ClCC(CO)O (3-chloro-1,2-propanediol), CN(P(=O)(N(C)C)N(C)C)C (hexamethylphosphoramide), [OH-].[Na+] (sodium hydroxide). The solvent is O (water), CCOCC (ether). The product is C(CCC=CCCCCCCCCCC)NC1=CC=C(C=C1)CC(=O)OCC(CO)O (2,3-Dihydroxypropyl 4-(4-pentadecenyl)aminophenylacetate). Reaction SMILES: [CH2:1]([NH:16][C:17]1[CH:22]=[CH:21][C:20]([CH2:23][C:24]([OH:26])=[O:25])=[CH:19][CH:18]=1)[CH2:2][CH2:3][CH:4]=[CH:5][CH2:6][CH2:7][CH2:8][CH2:9][CH2:10][CH2:11][CH2:12][CH2:13][CH2:14][CH3:15].CN(C)P(N(C)C)(N(C)C)=O.[OH-].[Na+].Cl[CH2:41][CH:42]([OH:45])[CH2:43][OH:44]>O.CCOCC>[CH2:1]([NH:16][C:17]1[CH:22]=[CH:21][C:20]([CH2:23][C:24]([O:26][CH2:41][CH:42]([OH:45])[CH2:43][OH:44])=[O:25])=[CH:19][CH:18]=1)[CH2:2][CH2:3][CH:4]=[CH:5][CH2:6][CH2:7][CH2:8][CH2:9][CH2:10][CH2:11][CH2:12][CH2:13][CH2:14][CH3:15] |f:2.3|. Procedure details: A solution of 7.35 g. of 4-(4-pentadecenyl)aminophenylacetic acid in 50 ml. of hexamethylphosphoramide is treated with 4.80 g. of 25% aqueous sodium hydroxide followed by 11.0 g. of 3-chloro-1,2-propanediol and then is heated at 140° C. for 6 hours. The mixture is diluted with water and ether and filtered to yield a white solid. Recrystallization from acetonitrile and then from carbon tetrachloride affords the product as a white solid. Starting materials: C(C)OP(OCC)(=O)CCCCC1=CC=CC=C1 (diethyl(4-phenylbutyl)phosphonate), P(Cl)(Cl)(Cl)(Cl)Cl (phosphorus pentachloride). Procedure: A mixture of diethyl(4-phenylbutyl)phosphonate (0.73 g., 2.6 mmole), benzene (10 ml.) and phosphorus pentachloride (1.0 eq.) is refluxed under argon for 30 minutes. The benzene and phosphorus oxychloride are removed in vacuo to give ethoxy(4-phenylbutyl)phosphinyl chloride. As a reaction SMILES: [CH2:1]([O:3][P:4]([CH2:9][CH2:10][CH2:11][CH2:12][C:13]1[CH:18]=[CH:17][CH:16]=[CH:15][CH:14]=1)(=O)[O:5]CC)[CH3:2].P(Cl)(Cl)(Cl)(Cl)[Cl:20]>C1C=CC=CC=1>[CH2:1]([O:3][P:4]([Cl:20])([CH2:9][CH2:10][CH2:11][CH2:12][C:13]1[CH:18]=[CH:17][CH:16]=[CH:15][CH:14]=1)=[O:5])[CH3:2]. Run in C1=CC=CC=C1 (benzene). Product: C(C)OP(=O)(CCCCC1=CC=CC=C1)Cl (ethoxy(4-phenylbutyl)phosphinyl chloride).